Dataset: the Open Reaction Database (ORD), a public repository of structured organic reaction records. Task: describe an organic reaction: reactants, conditions, products, and yield Reactants: CC(C)(C)OC(=O)Nc1ccc(-c2ccc(F)cc2)cc1NC(=O)CC(=O)c1cccc(-n2ccnc2)c1, ClCCl, O=C(O)C(F)(F)F. Product: O=C1CC(c2cccc(-n3ccnc3)c2)=Nc2ccc(-c3ccc(F)cc3)cc2N1. RXN SMILES: [C:1]([O:2][C:3](=[O:4])[NH:7][c:8]1[c:9]([NH:21][C:22]([CH2:23][C:24](=[O:5])[c:26]2[cH:27][c:28](-[n:32]3[cH:33][n:34][cH:35][cH:36]3)[cH:29][cH:30][cH:31]2)=[O:37])[cH:10][c:11](-[c:14]2[cH:15][cH:16][c:17]([F:20])[cH:18][cH:19]2)[cH:12][cH:13]1)([CH3:6])([CH3:25])[CH3:38].[Cl:46][CH2:47][Cl:48].[F:39][C:40]([F:41])([F:42])[C:43]([OH:44])=[O:45]>>[N:7]1=[C:24]([c:26]2[cH:27][c:28](-[n:32]3[cH:33][n:34][cH:35][cH:36]3)[cH:29][cH:30][cH:31]2)[CH2:23][C:22](=[O:37])[NH:21][c:9]2[c:8]1[cH:13][cH:12][c:11](-[c:14]1[cH:15][cH:16][c:17]([F:20])[cH:18][cH:19]1)[cH:10]2. The reactants are O=C[C@H](O)[C@H](O)[C@H](O)CO (D-ribose), [Cl-].[NH4+] (ammonium chloride), N (ammonia). Solvent: CO (methanol). Run at time 13 day. The product is C1([C@H](O)[C@H](O)[C@H](O)CO1)N (D-ribopyranosylamine). Isolated yield 932.5%. Reaction SMILES: O=[CH:2][C@@H:3]([C@@H:5]([C@@H:7]([CH2:9][OH:10])[OH:8])[OH:6])[OH:4].[Cl-].[NH4+:12].N>CO>[CH:9]1([NH2:12])[O:10][CH2:2][C@@H:3]([OH:4])[C@@H:5]([OH:6])[C@H:7]1[OH:8] |f:1.2|. Procedure details: To 100 ml of methanol was added 20 g of D-ribose and 0.5 g of ammonium chloride. This mixture was treated with anhydrous ammonia at 0° C. until a solution was obtained. This solution was stored at 0° C. for 13 days, then the solid was collected, giving 13 g of D-ribopyranosylamine. Reactants: [Br-], Brc1cnc2ccccc2c1, C=CC(=O)OCC, O=C([O-])O, CCCC[N+](CCCC)(CCCC)CCCC, CCOC(C)=O, [Na+], CC(=O)[O-], CC(=O)[O-], CN(C)C=O, [Pd+2]. Product: CCOC(=O)C=Cc1cnc2ccccc2c1. Reaction SMILES: [Br-:29].[Br:1][c:2]1[cH:3][n:4][c:5]2[cH:6][cH:7][cH:8][cH:9][c:10]2[cH:11]1.[C:12]([CH:13]=[CH2:14])(=[O:15])[O:16][CH2:17][CH3:18].[C:19](=[O:20])([OH:21])[O-:22].[CH3:30][CH2:31][CH2:32][CH2:33][N+:34]([CH2:35][CH2:36][CH2:37][CH3:38])([CH2:39][CH2:40][CH2:41][CH3:42])[CH2:43][CH2:44][CH2:45][CH3:46].[CH3:56][CH2:57][O:58][C:59](=[O:60])[CH3:61].[Na+:23].[O-:48][C:49]([CH3:50])=[O:51].[O-:52][C:53]([CH3:54])=[O:55].[O:24]=[CH:25][N:26]([CH3:27])[CH3:28].[Pd+2:47]>>[c:2]1([CH:14]=[CH:13][C:12](=[O:15])[O:16][CH2:17][CH3:18])[cH:3][n:4][c:5]2[cH:6][cH:7][cH:8][cH:9][c:10]2[cH:11]1. Starting materials: O=[O+][O-] (Ozone), ClC1=C(C=CC=C1)SC1=C(C(=CC=C1)C=CC)O (2-(2-chlorophenylthio)-6-(1-propenyl)phenol). The solvent is C(C)(=O)OCC (ethyl acetate), C(C)(=O)O (acetic acid). Product: OC1=C(C=O)C=CC=C1SC1=C(C=CC=C1)Cl (2-hydroxy-3-(2-chlorophenylthio)benzaldehyde). RXN SMILES: [O:1]=[O+][O-].[Cl:4][C:5]1[CH:10]=[CH:9][CH:8]=[CH:7][C:6]=1[S:11][C:12]1[CH:17]=[CH:16][CH:15]=[C:14]([CH:18]=CC)[C:13]=1[OH:21]>C(OCC)(=O)C.C(O)(=O)C>[OH:21][C:13]1[C:12]([S:11][C:6]2[CH:7]=[CH:8][CH:9]=[CH:10][C:5]=2[Cl:4])=[CH:17][CH:16]=[CH:15][C:14]=1[CH:18]=[O:1]. Procedure: Ozone gas was introduced into a solution of 2-(2-chlorophenylthio)-6-(1-propenyl)phenol (26 g) in a mixture of ethyl acetate (200 ml) and acetic acid (10 ml) at temperature below 0° C. with stirring for an hour. The precipitates were collected by filtration, washed with ethyl acetate and then dried to give 2-hydroxy-3-(2-chlorophenylthio)benzaldehyde (15.9 g), mp. 111°-112.5° C. The filtrate and washings were combined, washed with dil. aqueous sodium hydrogen sulfite, saturated aqueous sodium bi...